This data is from the Open Reaction Database (ORD), a public repository of structured organic reaction records. The task is: describe an organic reaction: reactants, conditions, products, and yield The reactants are CC=1C=C(C=C(C1)C)C=1NC2=CC=C(C=C2C1CCN)C(C)(C=1NC=C(N1)C)C (2-{2-(3,5-dimethylphenyl)-5-[1-methyl-1-(4-methyl-1H-imidazol-2-yl)ethyl]-1H-indol-3-yl}ethylamine), N1=CC=C(C=C1)CCCC=O (4-pyridin-4-yl butyraldehyde). Product: CC=1C=C(C=C(C1)C)C=1NC2=CC=C(C=C2C1CCNCCCCC1=CC=NC=C1)C(C)(C=1NC=C(N1)C)C ((2-{2-(3,5-dimethylphenyl)-5-[1-methyl-1-(4-methyl-1H-imidazol-2-yl)-ethyl]-1H--indol-3-yl}-ethyl)-(4-pyridin-4-yl-butyl)-amine). RXN SMILES: [CH3:1][C:2]1[CH:3]=[C:4]([C:9]2[NH:10][C:11]3[C:16]([C:17]=2[CH2:18][CH2:19][NH2:20])=[CH:15][C:14]([C:21]([CH3:29])([C:23]2[NH:24][CH:25]=[C:26]([CH3:28])[N:27]=2)[CH3:22])=[CH:13][CH:12]=3)[CH:5]=[C:6]([CH3:8])[CH:7]=1.[N:30]1[CH:35]=[CH:34][C:33]([CH2:36][CH2:37][CH2:38][CH:39]=O)=[CH:32][CH:31]=1>>[CH3:1][C:2]1[CH:3]=[C:4]([C:9]2[NH:10][C:11]3[C:16]([C:17]=2[CH2:18][CH2:19][NH:20][CH2:39][CH2:38][CH2:37][CH2:36][C:33]2[CH:34]=[CH:35][N:30]=[CH:31][CH:32]=2)=[CH:15][C:14]([C:21]([CH3:29])([C:23]2[NH:24][CH:25]=[C:26]([CH3:28])[N:27]=2)[CH3:22])=[CH:13][CH:12]=3)[CH:5]=[C:6]([CH3:8])[CH:7]=1. Reported procedure: Prepared essentially as described in EXAMPLE 3.2D starting from 2-{2-(3,5-dimethylphenyl)-5-[1-methyl-1-(4-methyl-1H-imidazol-2-yl)ethyl]-1H-indol-3-yl}ethylamine (97 mg) and using 4-pyridin-4-yl butyraldehyde to give the title compound (73 mg). m/e=520 (M+1) Reactants: ClC1=CC2=C(NC(CN=C2C2=C(C=CC=C2)Cl)=S)S1 (7-chloro-5-(o-chlorophenyl)-1,3-dihydro-2H-thieno[2,3-e]-1,4-diazepin-2-thione), COC1=CC=C(COCC(=O)NN)C=C1 (2-(p-methoxybenzyloxy)acetic acid hydrazide). Run in C(CCC)O (butanol). Yields the product ClC1=CC=2C(=NCC=3N(C2S1)C(=NN3)COCC3=CC=C(C=C3)OC)C3=C(C=CC=C3)Cl (2-chloro-4-(o-chlorophenyl)-9-[(p-methoxybenzyloxy)methyl]-6H-thieno[3,2-f]-s-triazolo[4,3-a][1,4]diazepine). RXN SMILES: [Cl:1][C:2]1[S:19][C:5]2[NH:6][C:7](=S)[CH2:8][N:9]=[C:10]([C:11]3[CH:16]=[CH:15][CH:14]=[CH:13][C:12]=3[Cl:17])[C:4]=2[CH:3]=1.[CH3:20][O:21][C:22]1[CH:34]=[CH:33][C:25]([CH2:26][O:27][CH2:28][C:29]([NH:31][NH2:32])=O)=[CH:24][CH:23]=1>C(O)CCC>[Cl:1][C:2]1[S:19][C:5]2[N:6]3[C:29]([CH2:28][O:27][CH2:26][C:25]4[CH:33]=[CH:34][C:22]([O:21][CH3:20])=[CH:23][CH:24]=4)=[N:31][N:32]=[C:7]3[CH2:8][N:9]=[C:10]([C:11]3[CH:16]=[CH:15][CH:14]=[CH:13][C:12]=3[Cl:17])[C:4]=2[CH:3]=1. Procedure details: 1.5 g of 7-chloro-5-(o-chlorophenyl)-1,3-dihydro-2H-thieno[2,3-e]-1,4-diazepin-2-thione are refluxed for 4 hours with 4 g of 2-(p-methoxybenzyloxy)acetic acid hydrazide in 100 ml of absolute butanol, a nitrogen stream being conducted through the solution. The mixture is evaporated, taken up in methylene chloride, washed with water and saturated sodium chloride solution, dried and evaporated. By recrystallization of the residue from ethyl acetate containing active carbon, there is obtained 2-chlo...